Dataset: the Open Reaction Database (ORD), a public repository of structured organic reaction records. Task: describe an organic reaction: reactants, conditions, products, and yield The reactants are OO (H2O2), C(CCCC)C1CCC(CC1)C1CCC(CC1)(SCC)CCCCCCC (4-pentyl-4'-heptyl-4'-ethylthiobicyclohexane). Run in C(C)(=O)O (acetic acid). Run at time 3 hour. Yields the product C(CCCC)C1CCC(CC1)C1CCC(CC1)(S(=O)CC)CCCCCCC (4-pentyl-4'-heptyl-4'-ethylsulfinylbicyclohexane). As a reaction SMILES: [OH:1]O.[CH2:3]([CH:8]1[CH2:13][CH2:12][CH:11]([CH:14]2[CH2:19][CH2:18][C:17]([CH2:23][CH2:24][CH2:25][CH2:26][CH2:27][CH2:28][CH3:29])([S:20][CH2:21][CH3:22])[CH2:16][CH2:15]2)[CH2:10][CH2:9]1)[CH2:4][CH2:5][CH2:6][CH3:7]>C(O)(=O)C>[CH2:3]([CH:8]1[CH2:13][CH2:12][CH:11]([CH:14]2[CH2:15][CH2:16][C:17]([CH2:23][CH2:24][CH2:25][CH2:26][CH2:27][CH2:28][CH3:29])([S:20]([CH2:21][CH3:22])=[O:1])[CH2:18][CH2:19]2)[CH2:10][CH2:9]1)[CH2:4][CH2:5][CH2:6][CH3:7]. Reported procedure: 1 ml of 30% H2O2 is added to 3.8 g of 4-pentyl-4'-heptyl-4'-ethylthiobicyclohexane in 25 ml of glacial acetic acid and the mixture is stirred at room temperature for 3 hours. After customary working up, 4-pentyl-4'-heptyl-4'-ethylsulfinylbicyclohexane is obtained. The reactants are BrC1=COC2=C1C=NC(=C2O[C@H](C)C2=C(C(=CC=C2Cl)F)Cl)N (3-Bromo-7-[(R)-1-(2,6-dichloro-3-fluorophenyl)ethoxy]furo[3,2-c]pyridin-6-ylamine), C(C)(C)(C)OC(NC1CC(=CCC1)B1OC(C(O1)(C)C)(C)C)=O ([3-(4,4,5,5-Tetramethyl[1,3,2]dioxaborolan-2-yl)-cyclohex-3-enyl]-carbamic acid tert-butyl ester), C(C)(C)(C)OC(NC1C=C(CCC1)B1OC(C(O1)(C)C)(C)C)=O ([3-(4,4,5,5-Tetramethyl-[1,3,2]dioxaborolan-2-yl)-cyclohex-2-enyl]-carbamic acid tert-butyl ester). The product is NC1C=C(CCC1)C1=COC2=C1C=NC(=C2O[C@H](C)C2=C(C(=CC=C2Cl)F)Cl)N (3-(3-Aminocyclohex-1-enyl)-7-[(R)-1-(2,6-dichloro-3-fluoro-phenyl)ethoxy]furo[3,2-c]pyridin-6-ylamine). Reaction SMILES: Br[C:2]1[C:6]2[CH:7]=[N:8][C:9]([NH2:23])=[C:10]([O:11][C@@H:12]([C:14]3[C:19]([Cl:20])=[CH:18][CH:17]=[C:16]([F:21])[C:15]=3[Cl:22])[CH3:13])[C:5]=2[O:4][CH:3]=1.C(OC(=O)[NH:30][CH:31]1[CH2:36][CH2:35][CH:34]=[C:33](B2OC(C)(C)C(C)(C)O2)[CH2:32]1)(C)(C)C.C(OC(=O)NC1CCCC(B2OC(C)(C)C(C)(C)O2)=C1)(C)(C)C>>[NH2:30][CH:31]1[CH2:36][CH2:35][CH2:34][C:33]([C:2]2[C:6]3[CH:7]=[N:8][C:9]([NH2:23])=[C:10]([O:11][C@@H:12]([C:14]4[C:19]([Cl:20])=[CH:18][CH:17]=[C:16]([F:21])[C:15]=4[Cl:22])[CH3:13])[C:5]=3[O:4][CH:3]=2)=[CH:32]1. Procedure: The title compound was prepared according to General procedure A with starting material 3-Bromo-7-[(R)-1-(2,6-dichloro-3-fluorophenyl)ethoxy]furo[3,2-c]pyridin-6-ylamine and the mixture of [3-(4,4,5,5-Tetramethyl[1,3,2]dioxaborolan-2-yl)-cyclohex-3-enyl]-carbamic acid tert-butyl ester and [3-(4,4,5,5-Tetramethyl-[1,3,2]dioxaborolan-2-yl)-cyclohex-2-enyl]-carbamic acid tert-butyl ester. 1H-NMR (CD3OD, 400 MHz): δ=1.48-1.82 (m, 2H), 1.88 (d, 3H), 1.91-2.16 (m, 2H), 2.38 (d, J=5.3 Hz, 2H), 3.72 (br... The reactants are Cl (Hydrochloric acid), N1(CCC1)C(=O)C1=CC=C(OC=2C=C(C(=O)NC3=NN(C(=C3)C)C)C=C(C2)O[C@H](CO[Si](C)(C)C(C)(C)C)C)C=C1 (3-[4-(azetidin-1-ylcarbonyl)phenoxy]-5-((1S)-2-{[tert-butyl(dimethyl)silyl]oxy}-1-methylethoxy)-N-(1,5-dimethyl-1H-pyrazol-3-yl)benzamide), C([O-])(O)=O.[Na+] (sodium bicarbonate). The solvent is C(C)(=O)OCC (ethyl acetate), CO (methanol). Conditions: time 45 minute. The product is N1(CCC1)C(=O)C1=CC=C(OC=2C=C(C(=O)NC3=NN(C(=C3)C)C)C=C(C2)O[C@H](CO)C)C=C1 (3-[4-(Azetidin-1-ylcarbonyl)phenoxy]-N-(1,5-dimethyl-1H-pyrazol-3-yl)-5-[(1S)-2-hydroxy-1-methylethoxy]benzamide). Yield: 66.2%. As a reaction SMILES: Cl.[N:2]1([C:6]([C:8]2[CH:42]=[CH:41][C:11]([O:12][C:13]3[CH:14]=[C:15]([CH:26]=[C:27]([O:29][C@@H:30]([CH3:40])[CH2:31][O:32][Si](C(C)(C)C)(C)C)[CH:28]=3)[C:16]([NH:18][C:19]3[CH:23]=[C:22]([CH3:24])[N:21]([CH3:25])[N:20]=3)=[O:17])=[CH:10][CH:9]=2)=[O:7])[CH2:5][CH2:4][CH2:3]1.C(=O)(O)[O-].[Na+]>CO.C(OCC)(=O)C>[N:2]1([C:6]([C:8]2[CH:42]=[CH:41][C:11]([O:12][C:13]3[CH:14]=[C:15]([CH:26]=[C:27]([O:29][C@@H:30]([CH3:40])[CH2:31][OH:32])[CH:28]=3)[C:16]([NH:18][C:19]3[CH:23]=[C:22]([CH3:24])[N:21]([CH3:25])[N:20]=3)=[O:17])=[CH:10][CH:9]=2)=[O:7])[CH2:3][CH2:4][CH2:5]1 |f:2.3|. Procedure: 3.5M Hydrochloric acid (1.0 mL) was added to a solution of 3-[4-(azetidin-1-ylcarbonyl)phenoxy]-5-((1S)-2-{[tert-butyl(dimethyl)silyl]oxy}-1-methylethoxy)-N-(1,5-dimethyl-1H-pyrazol-3-yl)benzamide (232 mg, 0.4 mmol) in methanol (10 mL). The reaction mixture was stirred for 45 minutes then saturated sodium bicarbonate added until the pH was adjusted to 7. The mixture was reduced in vacuo. The residue was dissolved in ethyl acetate (50 mL), washed water (25 mL) and brine (25 mL). Dried (MgSO4) and... Starting materials: [Al+3], CCS, COC(=O)C1(c2ccc(OC)cc2)CC1, [Cl-], [Cl-], [Cl-], ClCCl. Product: COC(=O)C1(c2ccc(O)cc2)CC1. RXN SMILES: [Al+3:20].[CH2:16]([SH:17])[CH3:18].[CH3:1][O:2][c:3]1[cH:4][cH:5][c:6]([C:9]2([C:12](=[O:13])[O:14][CH3:15])[CH2:10][CH2:11]2)[cH:7][cH:8]1.[Cl-:19].[Cl-:21].[Cl-:22].[Cl:23][CH2:24][Cl:25]>>[OH:2][c:3]1[cH:4][cH:5][c:6]([C:9]2([C:12](=[O:13])[O:14][CH3:15])[CH2:10][CH2:11]2)[cH:7][cH:8]1. Starting materials: product, C(C1=CC=CC=C1)OC(=O)N[C@H](C(=O)O)CNC(=O)OC(C)(C)C ((2S)-2-Benzyloxycarbonylamino-3-(t-butoxycarbonylamino)propanoic acid), CO (methanol), CCN=C=NCCCN(C)C.Cl (WSC.HCl). Reagents/catalysts: CN(C1=CC=NC=C1)C (4-dimethylaminopyridine). Run in ClCCl (dichloromethane). Yields the product COC([C@H](CNC(=O)OC(C)(C)C)NC(=O)OCC1=CC=CC=C1)=O ((2S)-2-Benzyloxycarbonylamino-3-(t-butoxycarbonylamino)propanoic acid methyl ester). Reaction SMILES: [CH2:1]([O:8][C:9]([NH:11][C@@H:12]([CH2:16][NH:17][C:18]([O:20][C:21]([CH3:24])([CH3:23])[CH3:22])=[O:19])[C:13]([OH:15])=[O:14])=[O:10])[C:2]1[CH:7]=[CH:6][CH:5]=[CH:4][CH:3]=1.CO.[CH3:27]CN=C=NCCCN(C)C.Cl>ClCCl.CN(C)C1C=CN=CC=1>[CH3:27][O:14][C:13](=[O:15])[C@@H:12]([NH:11][C:9]([O:8][CH2:1][C:2]1[CH:3]=[CH:4][CH:5]=[CH:6][CH:7]=1)=[O:10])[CH2:16][NH:17][C:18]([O:20][C:21]([CH3:24])([CH3:23])[CH3:22])=[O:19] |f:2.3|. Procedure: The product (0.867 g) obtained in the above (2) is dissolved in dichloromethane (15 ml), and thereto are added methanol (1.5 ml), 4-dimethylaminopyridine (34 mg) and WSC.HCl (0.633 g) under ice-cooling. The mixture is stirred under ice-cooling for two hours, and then stirred at room temperature for 12 hours. The mixture is concentrated under reduced pressure to the volume of about 5 ml, and the residue is poured into water. The mixture is extracted three time with ethyl acetate, and the organic ...